This data is from the Open Reaction Database (ORD), a public repository of structured organic reaction records. The task is: describe an organic reaction: reactants, conditions, products, and yield The reactants are CC(=O)C=C (Methylvinylketone), O1C=CC=C1 (furan), C1(=CC=C(C=C1)S(=O)(=O)O)C (p-toluene-sulphonic acid). Conditions: time 16 hour. Yields the product O1C(=CC=C1)CCC(C)=O (4-(2-furyl)butan-2-one). The yield is 67.0%. RXN SMILES: [CH3:1][C:2]([CH:4]=[CH2:5])=[O:3].C1(C)C=CC(S(O)(=O)=O)=CC=1.[O:17]1[CH:21]=[CH:20][CH:19]=[CH:18]1>>[O:17]1[CH:21]=[CH:20][CH:19]=[C:18]1[CH2:5][CH2:4][C:2](=[O:3])[CH3:1]. Reported procedure: Methylvinylketone (14 g, 0.2 mol) was added dropwise over a period of about 2 hours to furan (150 ml), containing a trace of p-toluene-sulphonic acid, boiling under reflux. The dark brown reaction mixture was stirred for about 16 hours at room temperature. The excess furan was removed by distillation, after which the residue was distilled under vacuum giving 4-(2-furyl)butan-2-one (18.5 g, 67% yield). In a way analogous to that described in Example II, the ketone was reduced to the corresponding... Starting materials: C([O-])([O-])=O.[K+].[K+] (potassium carbonate), CN(C=O)C (dimethylformamide), BrCC(=O)OCC (ethyl bromoacetate), C1(=CC=CC2=CC=CC=C12)N (1-naphthylamine), C([O-])([O-])=O.[K+].[K+] (potassium carbonate). The solvent is CCCCCC (hexane), C(C)(=O)OCC (ethyl acetate). Conditions: time 48 hour. Yields the product C(C)OC(CNC1=CC=CC2=CC=CC=C12)=O ((naphthalen-1-yl-amino)-acetic acid ethyl ester). Isolated yield 74.8%. RXN SMILES: C(=O)([O-])[O-].[K+].[K+].CN(C)C=O.Br[CH2:13][C:14]([O:16][CH2:17][CH3:18])=[O:15].[C:19]1([NH2:29])[C:28]2[C:23](=[CH:24][CH:25]=[CH:26][CH:27]=2)[CH:22]=[CH:21][CH:20]=1>CCCCCC.C(OCC)(=O)C>[CH2:17]([O:16][C:14](=[O:15])[CH2:13][NH:29][C:19]1[C:28]2[C:23](=[CH:24][CH:25]=[CH:26][CH:27]=2)[CH:22]=[CH:21][CH:20]=1)[CH3:18] |f:0.1.2|. Reported procedure: 19.3 g(139 mmol) of potassium carbonate was added to 200 ml of dimethylformamide, and then the solution was heated to dissolve potassium carbonate. After cooling to room temperature, 8 ml(70 mmol) of ethyl bromoacetate and 10 g(70 mmol) of 1-naphthylamine were added to the solution, which was then stirred for 48 hours. DMF was removed under reduced pressure and ethyl acetate was added to the residue. The ethyl acetate layer was washed with water 4 times and saturated sodium chloride solution. Et... Starting materials: CO (methanol), OC(C(=O)OC)CC(CC(=O)OC(C)(C)C)O (1-methyl 6-tert.-butyl 2,4-dihydroxyadipate), COC(C)(C)OC (dimethoxypropane), C1(=CC=C(C=C1)S(=O)(=O)[O-])C.[NH+]1=CC=CC=C1 (pyridinium p-toluenesulfonate). The solvent is C(Cl)Cl (methylene chloride), C(Cl)Cl (methylene chloride). Run at time 1 hour. The product is COC(=O)C1OC(OC(C1)CC(=O)OC(C)(C)C)(C)C (2-methoxycarbonyl-4-tert.-butoxycarbonylmethyl-6,6-dimethyl-1,5-dioxane). The yield is 85.0%. Reaction SMILES: [OH:1][CH:2]([CH2:7][CH:8]([OH:17])[CH2:9][C:10]([O:12][C:13]([CH3:16])([CH3:15])[CH3:14])=[O:11])[C:3]([O:5][CH3:6])=[O:4].CO[C:20](OC)([CH3:22])[CH3:21].C1(C)C=CC(S([O-])(=O)=O)=CC=1.[NH+]1C=CC=CC=1.CO>C(Cl)Cl>[CH3:6][O:5][C:3]([CH:2]1[CH2:7][CH:8]([CH2:9][C:10]([O:12][C:13]([CH3:14])([CH3:16])[CH3:15])=[O:11])[O:17][C:20]([CH3:22])([CH3:21])[O:1]1)=[O:4] |f:2.3|. Procedure: To a solution of 1-methyl 6-tert.-butyl 2,4-dihydroxyadipate (4.98 g, 20.01 mmol) in methylene chloride (2 dimethoxypropane (9.6 ml, 78 mmol) and pyridinium p-toluenesulfonate (2.01 g, 8 mmol) were added and stirred under reflux conditions for one hour, followed by further stirring at 40° C. for 3 hours while azeotropically removing methanol with methylene chloride. After concentration under reduced pressure, the residue was dissolved in ethyl acetate and poured in water. Then, the mixture was e... Reactants: Cc1ncc[nH]1, N#Cc1ccc(Cl)c(C(F)(F)F)c1. Yields the product Cc1nccn1-c1ccc(C#N)cc1C(F)(F)F. As a reaction SMILES: [CH3:14][c:15]1[nH:16][cH:17][cH:18][n:19]1.[Cl:1][c:2]1[c:3]([C:10]([F:11])([F:12])[F:13])[cH:4][c:5]([C:6]#[N:7])[cH:8][cH:9]1>>[c:2]1(-[n:16]2[c:15]([CH3:14])[n:19][cH:18][cH:17]2)[c:3]([C:10]([F:11])([F:12])[F:13])[cH:4][c:5]([C:6]#[N:7])[cH:8][cH:9]1. Starting materials: ClCCl, OCc1cc2c(cc1I)OCO2, O=[Cr](=O)([O-])Cl, c1cc[nH+]cc1. The product is O=Cc1cc2c(cc1I)OCO2. RXN SMILES: [Cl:24][CH2:25][Cl:26].[I:1][c:2]1[c:3]([CH2:11][OH:12])[cH:4][c:5]2[c:6]([cH:10]1)[O:7][CH2:8][O:9]2.[O:13]=[Cr:14]([Cl:15])([O-:16])=[O:17].[nH+:18]1[cH:19][cH:20][cH:21][cH:22][cH:23]1>>[I:1][c:2]1[c:3]([CH:11]=[O:12])[cH:4][c:5]2[c:6]([cH:10]1)[O:7][CH2:8][O:9]2. Yields the product CC1(c2ccccc2)NC(=S)N(c2ccccc2)C1=S. Reaction SMILES: [CH3:1][C:2]([CH3:3])([O-:4])[CH3:5].[CH3:7][CH:8]([c:9]1[cH:10][cH:11][cH:12][cH:13][cH:14]1)[N:15]=[C:16]=[S:17].[ClH:27].[K+:6].[O:28]1[CH2:29][CH2:30][CH2:31][CH2:32]1.[OH2:33].[c:18]1([N:24]=[C:25]=[S:26])[cH:19][cH:20][cH:21][cH:22][cH:23]1>>[CH3:7][C:8]1([c:9]2[cH:10][cH:11][cH:12][cH:13][cH:14]2)[NH:15][C:16](=[S:17])[N:24]([c:18]2[cH:19][cH:20][cH:21][cH:22][cH:23]2)[C:25]1=[S:26]. Starting materials: CC(C)(C)[O-], CC(N=C=S)c1ccccc1, Cl, [K+], C1CCOC1, O, S=C=Nc1ccccc1. Reactants: BrCc1ccccc1, Cc1ccc(O)c(Br)c1, O=C([O-])[O-], CN(C)C=O, [K+], [K+], O. The product is Cc1ccc(OCc2ccccc2)c(Br)c1. As a reaction SMILES: [Br:16][CH2:17][c:18]1[cH:19][cH:20][cH:21][cH:22][cH:23]1.[Br:1][c:2]1[c:3]([OH:9])[cH:4][cH:5][c:6]([CH3:8])[cH:7]1.[C:10](=[O:11])([O-:12])[O-:13].[CH3:25][N:26]([CH3:27])[CH:28]=[O:29].[K+:14].[K+:15].[OH2:24]>>[Br:1][c:2]1[c:3]([O:9][CH2:17][c:18]2[cH:19][cH:20][cH:21][cH:22][cH:23]2)[cH:4][cH:5][c:6]([CH3:8])[cH:7]1. The reactants are BrC1=CC=2C(C3=CC=CC=C3C2C=C1)=O (2-bromo-9H-fluoren-9-one), Cl.NO (hydroxylamine hydrochloride). RXN SMILES: [Br:1][C:2]1[CH:14]=[CH:13][C:12]2[C:11]3[C:6](=[CH:7][CH:8]=[CH:9][CH:10]=3)[C:5](=O)[C:4]=2[CH:3]=1.Cl.[NH2:17][OH:18]>CCO.O>[Br:1][C:2]1[CH:14]=[CH:13][C:12]2[C:11]3[C:6](=[CH:7][CH:8]=[CH:9][CH:10]=3)/[C:5](=[N:17]/[OH:18])/[C:4]=2[CH:3]=1 |f:1.2|. Product: BrC1=CC=2\C(\C3=CC=CC=C3C2C=C1)=N/O ((9Z)-2-bromo-9H-fluoren-9-one oxime). Procedure details: To a solution of 2-bromo-9H-fluoren-9-one (100 mg, 0.39 mmol) in EtOH (10 mL) and water (3 mL) was added hydroxylamine hydrochloride (54 mg, 0.77 mmol). The mixture was then heated to reflux for 1 h. The solvent was then removed in vacuo, and to the residue was added aqueous NaHCO3. The solid was then filtered and dried to give the title product. LRMS (M+H)+ 274.2. The solvent is CCO (EtOH), O (water).